This data is from the Open Reaction Database (ORD), a public repository of structured organic reaction records. The task is: describe an organic reaction: reactants, conditions, products, and yield The reactants are C1(CCCCC1)C[C@@H]([C@H](C=C)O)NC(OC(C)(C)C)=O (tert-butyl [(1S,2S)-1-(cyclohexylmethyl)-2-hydroxy-3-butenyl]carbamate), S([O-])(O)=O.[Na+] (sodium bisulphite), O (water). Reagents/catalysts: [Os](=O)(=O)(=O)=O (osmium tetroxide). The solvent is N1=CC=CC=C1 (pyridine). Reaction conditions: time 3 day. Product: C1(CCCCC1)C[C@@H]([C@H](C(CO)O)O)NC(OC(C)(C)C)=O (tert-butyl [(1S,2R,3RS)-1-(cyclohexylmethyl)-2,3,4-trihydroxybutyl]carbamate). RXN SMILES: [CH:1]1([CH2:7][C@H:8]([NH:13][C:14](=[O:20])[O:15][C:16]([CH3:19])([CH3:18])[CH3:17])[C@@H:9]([OH:12])[CH:10]=[CH2:11])[CH2:6][CH2:5][CH2:4][CH2:3][CH2:2]1.S(=O)(O)[O-:22].[Na+].[OH2:26]>N1C=CC=CC=1.[Os](=O)(=O)(=O)=O>[CH:1]1([CH2:7][C@H:8]([NH:13][C:14](=[O:20])[O:15][C:16]([CH3:19])([CH3:18])[CH3:17])[C@@H:9]([OH:12])[CH:10]([OH:22])[CH2:11][OH:26])[CH2:2][CH2:3][CH2:4][CH2:5][CH2:6]1 |f:1.2|. Reported procedure: A solution of 1.5 g (2.24 mmol) of tert-butyl [(1S,2S)-1-(cyclohexylmethyl)-2-hydroxy-3-butenyl]carbamate, prepared according to the procedure of J. J. Plattner et al. in J. Med. Chem., 30, (10), (1987), 1729, in 10 ml of pyridine is treated with 845 mg (3.36 mmol) of osmium tetroxide and left to stand at room temperature in the dark for 3 days. Subsequently, the reaction mixture is cooled to 0°, treated with 3 ml of 38% sodium bisulphite solution and stirred for 2 hours. Thereafter, the mixture... Reactants: ClC=1C=C(C=CC1)[C@@H](CNC1=C(C(NC=C1)=O)C=1NC2=CC=3C(N(C(C3C=C2N1)=O)C1CCN(CC1)C)=O)O (2-{4-[(S)-2-(3-Chloro-phenyl)-2-hydroxy-ethylamino]-2-oxo-1,2-dihydro-pyridin-3-yl}-6-(1-methyl-piperidin-4-yl)-1H-1,3,6-triaza-s-indacene-5,7-dione). The reagents and catalysts are [Zn] (zinc). Solvent: CC(=O)O (AcOH). Reaction conditions: temperature 90 celsius. Product: ClC=1C=C(C=CC1)[C@@H](CNC1=C(C(NC=C1)=O)C1=NC2=CC=3CN(C(C3C=C2N1)=O)C1CCN(CC1)C)O (2-{4-[(S)-2-(3-Chloro-phenyl)-2-hydroxy-ethylamino]-2-oxo-1,2-dihydro-pyridin-3-yl}-6-(1-methyl-piperidin-4-yl)-6,7-dihydro-3H-1,3,6-triaza-s-indacen-5-one). Reaction SMILES: [Cl:1][C:2]1[CH:3]=[C:4]([C@H:8]([OH:39])[CH2:9][NH:10][C:11]2[CH:16]=[CH:15][NH:14][C:13](=[O:17])[C:12]=2[C:18]2[NH:19][C:20]3[C:28]([N:29]=2)=[CH:27][C:26]2[C:25](=[O:30])[N:24]([CH:31]4[CH2:36][CH2:35][N:34]([CH3:37])[CH2:33][CH2:32]4)[C:23](=O)[C:22]=2[CH:21]=3)[CH:5]=[CH:6][CH:7]=1>CC(O)=O.[Zn]>[Cl:1][C:2]1[CH:3]=[C:4]([C@H:8]([OH:39])[CH2:9][NH:10][C:11]2[CH:16]=[CH:15][NH:14][C:13](=[O:17])[C:12]=2[C:18]2[NH:29][C:28]3[C:20](=[CH:21][C:22]4[CH2:23][N:24]([CH:31]5[CH2:36][CH2:35][N:34]([CH3:37])[CH2:33][CH2:32]5)[C:25](=[O:30])[C:26]=4[CH:27]=3)[N:19]=2)[CH:5]=[CH:6][CH:7]=1. Reported procedure: 2-{4-[(S)-2-(3-Chloro-phenyl)-2-hydroxy-ethylamino]-2-oxo-1,2-dihydro-pyridin-3-yl}-6-(1-methyl-piperidin-4-yl)-1H-1,3,6-triaza-s-indacene-5,7-dione (36.1 mg, 0.066 mmol) was mixed with zinc dust (100 mg) in AcOH (4 mL) and the reaction mixture was heated at 90° C. for 2 h. After it was cooled to the room temperature, the upper clear layer of the reaction mixture was evaporated and the residue was subjected to HPLC purification to afford the title compound in TFA salt form (9.2 mg, 22%). 1H NMR ... The reactants are OCCCOc1ccc(Br)cc1, [H-], CCI, [Na+], CN(C)C=O, O. Product: COCCCOc1ccc(Br)cc1. As a reaction SMILES: [Br:1][c:2]1[cH:3][cH:4][c:5]([O:6][CH2:7][CH2:8][CH2:9][OH:10])[cH:11][cH:12]1.[H-:13].[I:15][CH2:16][CH3:17].[Na+:14].[O:19]=[CH:20][N:21]([CH3:22])[CH3:23].[OH2:18]>>[Br:1][c:2]1[cH:3][cH:4][c:5]([O:6][CH2:7][CH2:8][CH2:9][O:10][CH3:16])[cH:11][cH:12]1. The reactants are C(C)(=O)C=1C=C(C=C(C1)OS(=O)(=O)C(F)(F)F)OS(=O)(=O)C(F)(F)F (Trifluoro-methanesulfonic acid 3-acetyl-5-trifluoromethanesulfonyloxy-phenyl ester), C([O-])([O-])=O.[Cs+].[Cs+] (cesium carbonate). The solvent is COCCOC (1,2-dimethoxyethane). Conditions: temperature 80 celsius, time 3 hour. The product is C(C)(=O)C=1C=C(C=C(C1)O)OS(=O)(=O)C(F)(F)F (Trifluoro-methanesulfonic acid 3-acetyl-5-hydroxy-phenyl ester). The yield is 51.8%. As a reaction SMILES: [C:1]([C:4]1[CH:5]=[C:6]([O:18]S(C(F)(F)F)(=O)=O)[CH:7]=[C:8]([O:10][S:11]([C:14]([F:17])([F:16])[F:15])(=[O:13])=[O:12])[CH:9]=1)(=[O:3])[CH3:2].C(=O)([O-])[O-].[Cs+].[Cs+]>COCCOC>[C:1]([C:4]1[CH:9]=[C:8]([O:10][S:11]([C:14]([F:17])([F:15])[F:16])(=[O:13])=[O:12])[CH:7]=[C:6]([OH:18])[CH:5]=1)(=[O:3])[CH3:2] |f:1.2.3|. Procedure: Trifluoro-methanesulfonic acid 3-acetyl-5-trifluoromethanesulfonyloxy-phenyl ester (9.9 g) was dissolved in 1,2-dimethoxyethane (80 mL), followed by addition of cesium carbonate (11.6 g). The resulting suspension was stirred at 80° C. for 3 h and then quenched with saturated solution of ammonium chloride. The solution was then extracted with diethyl ether and combined etherate extracts were washed with brine, dried over anhydrous sodium sulfate, and filtered through a silica pad. The filtrate wa...